From a dataset of the Open Reaction Database (ORD), a public repository of structured organic reaction records. describe an organic reaction: reactants, conditions, products, and yield Reactants: C1(=CC=CC=C1)C(C1=CC=CC=C1)OC(=O)C1=C(CS[C@H]2N1C([C@H]2NC([C@H](NC(=O)N2C(C(N(CC2)CC)=O)=O)C2=C(C=C(C=C2)C(=O)OC(C)(C)C)N)=O)=O)COC(C)=O (3-acetoxymethyl-7β-[(2R)-2-(4-BOC-aminophenyl)-2-(4-ethyl-2,3-dioxopiperazine-1-carboxamido)-acetamido]-3-cephem-4-carboxylic acid diphenylmethyl ester), O.C1(=CC=C(C=C1)S(=O)(=O)O)C (p-toluenesulphonic acid monohydrate), C(C)#N (acetonitrile). Yields the product C1(=CC=C(C=C1)S(=O)(=O)O)C.C1(=CC=CC=C1)C(C1=CC=CC=C1)OC(=O)C1=C(CS[C@H]2N1C([C@H]2NC([C@H](NC(=O)N2C(C(N(CC2)CC)=O)=O)C2=CC=C(C=C2)N)=O)=O)COC(C)=O (3-Acetoxymethyl-7β-[(2R)-2-(4-aminophenyl)-2-(4-ethyl-2,3-dioxopiperazine-1-carboxamido)-acetamido]-3-cephem-4-carboxylic acid diphenylmethyl ester p-toluenesulphonate). As a reaction SMILES: [C:1]1([CH:7]([O:14][C:15]([C:17]2[N:22]3[C:23](=[O:56])[C@@H:24]([NH:25][C:26](=[O:55])[C@@H:27](C4C=CC(C(OC(C)(C)C)=O)=CC=4N)[NH:28][C:29]([N:31]4[CH2:36][CH2:35][N:34]([CH2:37][CH3:38])[C:33](=[O:39])[C:32]4=[O:40])=[O:30])[C@H:21]3[S:20][CH2:19][C:18]=2[CH2:57][O:58][C:59](=[O:61])[CH3:60])=[O:16])[C:8]2[CH:13]=[CH:12][CH:11]=[CH:10][CH:9]=2)[CH:6]=[CH:5][CH:4]=[CH:3][CH:2]=1.O.[C:63]1([CH3:73])[CH:68]=[CH:67][C:66]([S:69]([OH:72])(=[O:71])=[O:70])=[CH:65][CH:64]=1.[C:74](#[N:76])[CH3:75]>>[C:63]1([CH3:73])[CH:64]=[CH:65][C:66]([S:69]([OH:72])(=[O:70])=[O:71])=[CH:67][CH:68]=1.[C:8]1([CH:7]([O:14][C:15]([C:17]2[N:22]3[C:23](=[O:56])[C@@H:24]([NH:25][C:26](=[O:55])[C@@H:27]([C:63]4[CH:64]=[CH:65][C:74]([NH2:76])=[CH:75][CH:68]=4)[NH:28][C:29]([N:31]4[CH2:36][CH2:35][N:34]([CH2:37][CH3:38])[C:33](=[O:39])[C:32]4=[O:40])=[O:30])[C@H:21]3[S:20][CH2:19][C:18]=2[CH2:57][O:58][C:59](=[O:61])[CH3:60])=[O:16])[C:1]2[CH:2]=[CH:3][CH:4]=[CH:5][CH:6]=2)[CH:9]=[CH:10][CH:11]=[CH:12][CH:13]=1 |f:1.2,4.5|. Procedure details: In the manner described in Example 11, 4.815 g of 3-acetoxymethyl-7β-[(2R)-2-(4-BOC-aminophenyl)-2-(4-ethyl-2,3-dioxopiperazine-1-carboxamido)-acetamido]-3-cephem-4-carboxylic acid diphenylmethyl ester are reacted with 2.2 g of p-toluenesulphonic acid monohydrate in 40 ml of acetonitrile and worked up. 3-Acetoxymethyl-7β-[(2R)-2-(4-aminophenyl)-2-(4-ethyl-2,3-dioxopiperazine-1-carboxamido)-acetamido]-3-cephem-4-carboxylic acid diphenylmethyl ester p-toluenesulphonate is obtained. [α]D20 =+15°±1°... The reactants are CC#N, CNC, CSC(=N[N+](=O)[O-])NCc1cnc(Cl)s1. Product: CN(C)C(=N[N+](=O)[O-])NCc1cnc(Cl)s1. As a reaction SMILES: [CH3:19][C:20]#[N:21].[CH3:1][NH:2][CH3:3].[Cl:4][c:5]1[s:6][c:7]([CH2:10][NH:11][C:12]([S:13][CH3:14])=[N:15][N+:16](=[O:17])[O-:18])[cH:8][n:9]1>>[CH3:1][N:2]([CH3:3])[C:12]([NH:11][CH2:10][c:7]1[s:6][c:5]([Cl:4])[n:9][cH:8]1)=[N:15][N+:16](=[O:17])[O-:18]. Starting materials: N#CC(O)c1ccc(F)c(Br)c1, CCO, CCOCC, Cl. Product: CCOC(=N)C(O)c1ccc(F)c(Br)c1, Cl. Reaction SMILES: [Br:1][c:2]1[cH:3][c:4]([CH:9]([OH:10])[C:11]#[N:12])[cH:5][cH:6][c:7]1[F:8].[CH3:13][CH2:14][OH:15].[CH3:17][CH2:18][O:19][CH2:20][CH3:21].[ClH:16]>>[Br:1][c:2]1[cH:3][c:4]([CH:9]([OH:10])[C:11](=[NH:12])[O:15][CH2:14][CH3:13])[cH:5][cH:6][c:7]1[F:8].[ClH:16]. Starting materials: [Cr](=O)(=O)([O-])O[Cr](=O)(=O)[O-].[Na+].[Na+] (sodium dichromate), S(O)(O)(=O)=O (sulfuric acid), C1OC=2C(C=CC(C2OC1)=O)=O (2,3-ethylenedioxy-1,4-benzoquinone), C=CC(=C)Cl (chloroprene). Run in O (water), O (water), C(C)(=O)O (acetic acid), C(C)(=O)O (acetic acid). Run at time 90 hour. Product: ClC=1C=C2C(C3=C(C(C2=CC1)=O)OCCO3)=O (6-chloro-2,3-ethylenedioxy-1,4-naphthoquinone). Isolated yield 71.2%. As a reaction SMILES: [CH2:1]1[CH2:10][O:9][C:8]2[C:7](=[O:11])[CH:6]=[CH:5][C:4](=[O:12])[C:3]=2[O:2]1.[CH2:13]=[CH:14][C:15]([Cl:17])=[CH2:16].[Cr](O[Cr]([O-])(=O)=O)([O-])(=O)=O.[Na+].[Na+].S(=O)(=O)(O)O>C(O)(=O)C.O>[Cl:17][C:15]1[CH:16]=[C:5]2[C:6](=[CH:13][CH:14]=1)[C:7](=[O:11])[C:8]1[O:9][CH2:10][CH2:1][O:2][C:3]=1[C:4]2=[O:12] |f:2.3.4|. Procedure: A mixture of 2,3-ethylenedioxy-1,4-benzoquinone (17 g) and freshly distilled chloroprene (13 g) in glacial acetic acid (100 mL) was stirred at ambient temperature for 90 hours. The mixture was then diluted with additional acetic acid (500 mL) followed by the addition of a solution of sodium dichromate (40 g) and sulfuric acid (2 mL) in water (25 mL). The mixture was heated at 60° -70°C. for 2 hours, then cooled and diluted with water (500 mL). The resulting bright orange precipitate was collecte...